Dataset: the Open Reaction Database (ORD), a public repository of structured organic reaction records. Task: describe an organic reaction: reactants, conditions, products, and yield The reactants are CN, O=C(O)C#Cc1ccc(OCc2cccc(F)c2)cc1. Product: CNC(=O)C#Cc1ccc(OCc2cccc(F)c2)cc1. As a reaction SMILES: [CH3:21][NH2:22].[F:1][c:2]1[cH:3][c:4]([CH2:5][O:6][c:7]2[cH:8][cH:9][c:10]([C:13]#[C:14][C:15](=[O:16])[OH:17])[cH:11][cH:12]2)[cH:18][cH:19][cH:20]1>>[F:1][c:2]1[cH:3][c:4]([CH2:5][O:6][c:7]2[cH:8][cH:9][c:10]([C:13]#[C:14][C:15](=[O:16])[NH:22][CH3:21])[cH:11][cH:12]2)[cH:18][cH:19][cH:20]1. Starting materials: C(C1=CC=CC=C1)OC(NCC=C)=O (allyl-carbamic acid benzyl ester), C1=CC(=CC(=C1)Cl)C(=O)OO (mCPBA), [OH-].[Na+] (NaOH). The solvent is C(Cl)Cl (DCM). Reaction conditions: time 4 hour. Yields the product C(C1=CC=CC=C1)OC(NCC1OC1)=O ((RS)—Oxiranylmethyl-carbamic acid benzyl ester). Yield: 71.4%. As a reaction SMILES: [CH2:1]([O:8][C:9](=[O:14])[NH:10][CH2:11][CH:12]=[CH2:13])[C:2]1[CH:7]=[CH:6][CH:5]=[CH:4][CH:3]=1.C1C=C(Cl)C=C(C(OO)=[O:23])C=1.[OH-].[Na+]>C(Cl)Cl>[CH2:1]([O:8][C:9](=[O:14])[NH:10][CH2:11][CH:12]1[CH2:13][O:23]1)[C:2]1[CH:7]=[CH:6][CH:5]=[CH:4][CH:3]=1 |f:2.3|. Reported procedure: A solution of allyl-carbamic acid benzyl ester (9.6 g, 50 mmol) in DCM (250 mL) was treated with mCPBA (11.55 g, 50 mmol, 75% purity) and the mixture was stirred at rt for 4 h. The pH of the mixture was adjusted to 9 by addition of 1M aq. NaOH. The phases were separated and the org. phase dried over MgSO4 and concentrated. The residue was purified by CC (hex/EA 2:1) to give the desired intermediate (7.4 g, 71% yield) as a colourless oil.